Dataset: the Open Reaction Database (ORD), a public repository of structured organic reaction records. Task: describe an organic reaction: reactants, conditions, products, and yield Reaction SMILES: [CH3:32][CH2:33][OH:34].[Cl:1][CH2:2][N:3]1[S:4](=[O:5])(=[O:6])[c:7]2[c:8]([OH:18])[cH:9][cH:10][c:11]([O:15][CH2:16][CH3:17])[c:12]2[C:13]1=[O:14].[Na:19].[c:20]1(-[n:26]2[n:27][n:28][n:29][c:30]2[SH:31])[cH:21][cH:22][cH:23][cH:24][cH:25]1>>[CH2:2]([N:3]1[S:4](=[O:5])(=[O:6])[c:7]2[c:8]([OH:18])[cH:9][cH:10][c:11]([O:15][CH2:16][CH3:17])[c:12]2[C:13]1=[O:14])[S:31][c:30]1[n:26](-[c:20]2[cH:21][cH:22][cH:23][cH:24][cH:25]2)[n:27][n:28][n:29]1. The reactants are CCO, CCOc1ccc(O)c2c1C(=O)N(CCl)S2(=O)=O, [Na], Sc1nnnn1-c1ccccc1. Product: CCOc1ccc(O)c2c1C(=O)N(CSc1nnnn1-c1ccccc1)S2(=O)=O. Starting materials: ClC=1C=C2C=NN(C2=C(C1)C(C)OCC1(CCN(CC1)C(=O)OC(C)(C)C)C1=CC=CC=C1)C ((±)-tert-Butyl 4-((1-(5-chloro-1-methyl-1H-indazol-7-yl)ethoxy)methyl)-4-phenylpiperidine-1-carboxylate), FC(C(=O)O)(F)F.C(Cl)Cl (trifluoroacetic acid methylene chloride). The product is ClC=1C=C2C=NN(C2=C(C1)C(C)OCC1(CCNCC1)C1=CC=CC=C1)C ((±)-5-Chloro-1-methyl-7-(1-((4-phenylpiperidin-4-yl)methoxy)ethyl)-1H-indazole). RXN SMILES: [Cl:1][C:2]1[CH:3]=[C:4]2[C:8](=[C:9]([CH:11]([O:13][CH2:14][C:15]3([C:28]4[CH:33]=[CH:32][CH:31]=[CH:30][CH:29]=4)[CH2:20][CH2:19][N:18](C(OC(C)(C)C)=O)[CH2:17][CH2:16]3)[CH3:12])[CH:10]=1)[N:7]([CH3:34])[N:6]=[CH:5]2.FC(F)(F)C(O)=O.C(Cl)Cl>>[Cl:1][C:2]1[CH:3]=[C:4]2[C:8](=[C:9]([CH:11]([O:13][CH2:14][C:15]3([C:28]4[CH:29]=[CH:30][CH:31]=[CH:32][CH:33]=4)[CH2:16][CH2:17][NH:18][CH2:19][CH2:20]3)[CH3:12])[CH:10]=1)[N:7]([CH3:34])[N:6]=[CH:5]2 |f:1.2|. Procedure details: (±)-tert-Butyl 4-((1-(5-chloro-1-methyl-1H-indazol-7-yl)ethoxy)methyl)-4-phenylpiperidine-1-carboxylate (22 mg, 0.06 mmol) was treated with a trifluoroacetic acid/methylene chloride mixture (1:1, 2 mL) for 1 h. The solvent was removed in vacuo and the resulting crude mixture passed through a strong cation exchange column. After washing the column with several volumes of methanol, the product was eluted by washing the column with 2 M ammonia in methanol. The solvent was evaporated to afford 17 mg... The reactants are CC1=CC=C(C=C1)S(=O)(=O)OC[C@H]1COC2=C(O1)C(=C(C=C2)N)N ([(2R)-7,8-diamino-2,3-dihydro-1,4-benzodioxin-2-yl]-methyl 4-methylbenzenesulfonate), CCC(C(CC)=O)=O (3,4-hexanedione). Solvent: O (water), C(C)O (ethyl alcohol), C(O)([O-])=O.[Na+] (sodium hydrogen carbonate). Reaction conditions: temperature 60 celsius. Yields the product CC1=CC=C(C=C1)S(=O)(=O)OCC1COC=2C(=C3N=C(C(=NC3=CC2)CC)CC)O1 (8,9-Diethyl-2,3-dihydro[1,4]dioxino[2,3-f]quinoxalin-2-ylmethyl 4-methylbenzenesulfonate). RXN SMILES: [CH3:1][C:2]1[CH:7]=[CH:6][C:5]([S:8]([O:11][CH2:12][C@@H:13]2[O:18][C:17]3[C:19]([NH2:24])=[C:20]([NH2:23])[CH:21]=[CH:22][C:16]=3[O:15][CH2:14]2)(=[O:10])=[O:9])=[CH:4][CH:3]=1.[CH3:25][CH2:26][C:27](=O)[C:28](=O)[CH2:29][CH3:30]>O.C(O)C.C(=O)([O-])O.[Na+]>[CH3:1][C:2]1[CH:7]=[CH:6][C:5]([S:8]([O:11][CH2:12][CH:13]2[O:18][C:17]3=[C:19]4[C:20](=[CH:21][CH:22]=[C:16]3[O:15][CH2:14]2)[N:23]=[C:28]([CH2:29][CH3:30])[C:27]([CH2:26][CH3:25])=[N:24]4)(=[O:10])=[O:9])=[CH:4][CH:3]=1 |f:4.5|. Procedure details: To a solution of [(2R)-7,8-diamino-2,3-dihydro-1,4-benzodioxin-2-yl]-methyl 4-methylbenzenesulfonate (2.226 g, 5.258 mmole) in water (50 mL) was added a solution of 3,4-hexanedione (0.750 g, 6.572 mmole) in ethyl alcohol (50 mL) and the reaction mixture was heated at 60° C. for 3 hours. The reaction mixture was allowed to cool to room temperature and was diluted with aqueous sodium hydrogen carbonate (250 mL) and extracted with ethyl acetate (2×100 mL). The combined organic extracts were washed ...